Dataset: the Open Reaction Database (ORD), a public repository of structured organic reaction records. Task: describe an organic reaction: reactants, conditions, products, and yield Reactants: [H-].[H-].[H-].[H-].[Li+].[Al+3] (LiAlH4), N[C@H]1[C@@H](CCCC1)C(=O)O ((1R,2R)-2-aminocyclohexanecarboxylic acid), O (Water), [OH-].[Na+] (NaOH), O (water). The solvent is C1CCOC1 (THF). Reaction conditions: temperature 80 celsius. Product: N[C@H]1[C@@H](CCCC1)CO (((1R,2R)-2-aminocyclohexyl)methanol). Isolated yield 19.9%. As a reaction SMILES: [H-].[H-].[H-].[H-].[Li+].[Al+3].[NH2:7][C@@H:8]1[CH2:13][CH2:12][CH2:11][CH2:10][C@H:9]1[C:14](O)=[O:15].O.[OH-].[Na+]>C1COCC1>[NH2:7][C@@H:8]1[CH2:13][CH2:12][CH2:11][CH2:10][C@H:9]1[CH2:14][OH:15] |f:0.1.2.3.4.5,8.9|. Reported procedure: To a stirred mixture of LiAlH4 (796 mg, 20.97 mmol) in anhydrous THF (20 mL) at rt was added portion-wise (1R,2R)-2-aminocyclohexanecarboxylic acid (1 g, 6.99 mmol). The mixture was heated at 80° C. for 4 h before it was cooled to 0° C. Water (1 mL), 1M aq NaOH (1 mL), and water (3 mL) were added sequentially. The mixture was filtered and the filtrate partitioned between a mixture of DCM, 1M aq NaOH, and saturated aq sodium potassium tartrate. The organic layer was separated and washed with 1M a... Reactants: C(C)OC(C(C)SC1=CN=C(S1)NC(=O)N(C1CCCCC1)C1CCCCCC1)=O ([2-(3-Cycloheptyl-3-cyclohexyl-ureido)-thiazol-5-ylsulfanyl]-propionic acid ethyl ester), C1(CCCCCC1)NC1CCCCC1 (cycloheptyl-cyclohexylamine), NC1=CN=CS1.C(C)OC(CS)=O (5-aminothiazole 2-mercaptoacetic acid ethyl ester). Yields the product C1(CCCCCC1)N(C(NC=1SC(=CN1)SCCC(=O)O)=O)C1CCCCC1 (3-[2-(3-Cycloheptyl-3-cyclohexyl-ureido)-thiazol-5-ylsulfanyl]-propionic acid). As a reaction SMILES: C(OC(=O)[CH:5]([S:7][C:8]1[S:12][C:11]([NH:13][C:14]([N:16]([CH:23]2[CH2:29][CH2:28][CH2:27][CH2:26][CH2:25][CH2:24]2)[CH:17]2[CH2:22][CH2:21][CH2:20][CH2:19][CH2:18]2)=[O:15])=[N:10][CH:9]=1)C)C.C1(NC2CCCCC2)CCCCCC1.NC1SC=NC=1.C([O:53][C:54](=[O:57])[CH2:55]S)C>>[CH:23]1([N:16]([CH:17]2[CH2:22][CH2:21][CH2:20][CH2:19][CH2:18]2)[C:14](=[O:15])[NH:13][C:11]2[S:12][C:8]([S:7][CH2:5][CH2:55][C:54]([OH:53])=[O:57])=[CH:9][N:10]=2)[CH2:24][CH2:25][CH2:26][CH2:27][CH2:28][CH2:29]1 |f:2.3|. Procedure: [2-(3-Cycloheptyl-3-cyclohexyl-ureido)-thiazol-5-ylsulfanyl]-propionic acid ethyl ester pre-pared as described in general procedure (A) using cycloheptyl-cyclohexylamine and 5-aminothiazole-2-mercaptoacetic acid ethyl ester. Hydrolysis using general procedure (F) gave the title compound Product: C(#N)C=1C(NC(=CC1)C=1C=C(C(=O)O)C=CC1OCCC)=O (3-(3-cyano-1,2-dihydro-2-oxo-6-pyridinyl)-4-propoxybenzoic acid). Procedure: A mixture of methyl 3-(3-cyano-1,2-dihydro-2-oxo-6-pyridinyl)-4-propoxybenzoate (2.0 g) and 1 Normal sodium hydroxide (30 ml) was heated under reflux for 45 minutes and the resultant solution was acidified to give a quantitative yield of 3-(3-cyano-1,2-dihydro-2-oxo-6-pyridinyl)-4-propoxybenzoic acid, m.p. 277-279° C. This acid was heated with thionyl chloride (10 ml) for 90 minutes, the solution was evaporated, and the acid chloride was dissolved in dichloromethane (60 ml). Methylamine was pass... Solvent: [OH-].[Na+] (sodium hydroxide). Reactants: C(#N)C=1C(NC(=CC1)C=1C=C(C(=O)OC)C=CC1OCCC)=O (methyl 3-(3-cyano-1,2-dihydro-2-oxo-6-pyridinyl)-4-propoxybenzoate), resultant solution. As a reaction SMILES: [C:1]([C:3]1[C:4](=[O:23])[NH:5][C:6]([C:9]2[CH:10]=[C:11]([CH:16]=[CH:17][C:18]=2[O:19][CH2:20][CH2:21][CH3:22])[C:12]([O:14]C)=[O:13])=[CH:7][CH:8]=1)#[N:2]>[OH-].[Na+]>[C:1]([C:3]1[C:4](=[O:23])[NH:5][C:6]([C:9]2[CH:10]=[C:11]([CH:16]=[CH:17][C:18]=2[O:19][CH2:20][CH2:21][CH3:22])[C:12]([OH:14])=[O:13])=[CH:7][CH:8]=1)#[N:2] |f:1.2|. Starting materials: C(OC)(OC)OC (Trimethyl orthoformate), C1(=CC=C(C=C1)S(=O)(=O)O)C (p-toluenesulfonic acid), NC=1C=C(C=C(C1OC)C(C)(C)C)C(C)=O (1-[3-amino-5-(tert-butyl)-4-methoxyphenyl]-1-ethanone). Solvent: CO (methanol). Run at time 13 hour. Yields the product C(C)(C)(C)C=1C(=C(N)C=C(C1)C(C)(OC)OC)OC (3-(tert-butyl)-5-(1,1-dimethoxyethyl)-2-methoxyaniline). Reaction SMILES: [CH:1]([O:6][CH3:7])([O:4][CH3:5])OC.[C:8]1(C)C=CC(S(O)(=O)=O)=CC=1.[NH2:19][C:20]1[CH:21]=[C:22](C(=O)C)[CH:23]=[C:24]([C:28]([CH3:31])([CH3:30])[CH3:29])[C:25]=1[O:26][CH3:27]>CO>[C:28]([C:24]1[C:25]([O:26][CH3:27])=[C:20]([CH:21]=[C:22]([C:1]([O:4][CH3:5])([O:6][CH3:7])[CH3:8])[CH:23]=1)[NH2:19])([CH3:30])([CH3:29])[CH3:31]. Procedure details: Trimethyl orthoformate (20 ml), p-toluenesulfonic acid (0.5 g, 1.9 mmol) and 3A-molecular sieves (4 g) were added to a solution of 1-[3-amino-5-(tert-butyl)-4-methoxyphenyl]-1-ethanone (4 g, 19 mmol) in methanol (20 ml) and the mixture was stirred at room temperature for 13 hours. The reaction mixture was filtered through celite and the solvent was distilled off under reduced pressure. Ethyl acetate was added to the residue, the mixture was washed with brine, and the organic layer was dried over... Starting materials: [OH-].[Na+] (NaOH), [N+](=O)([O-])C1=C(C#N)C(=CC=C1)[N+](=O)[O-] (2,6-Dinitrobenzonitrile), stannous chloride, Cl (HCl). Solvent: O (water). Conditions: time 0.5 hour. Yields the product NC1=C(C#N)C(=CC=C1)N (2,6-Diaminobenzonitrile). Isolated yield 60.2%. Reaction SMILES: [N+:1]([C:4]1[CH:11]=[CH:10][CH:9]=[C:8]([N+:12]([O-])=O)[C:5]=1[C:6]#[N:7])([O-])=O.Cl.[OH-].[Na+]>O>[NH2:1][C:4]1[CH:11]=[CH:10][CH:9]=[C:8]([NH2:12])[C:5]=1[C:6]#[N:7] |f:2.3|. Reported procedure: 2,6-Dinitrobenzonitrile (10.0 grams) is added in portions to a stirred solution of stannous chloride (82.5 grams) is concentrated HCl (230 ml.) at room temperature. Stirring is continued at room temperature for 1/2 hours, then the reaction mixture is cooled to 0° and made strongly basic with 50% NaOH. The reaction mixture is diluted with water (1 l.) and extracted four times with methylenechloride (200 ml.). The combined extracts are washed once with water (200 ml.), dried over sodium sulfate, t... The reactants are C(C)(=O)O (acetic acid), CCN=C=NCCCN(C)C (EDCI), C=1C=CC2=C(C1)N=NN2O (HOBt), NC1CCN(CC1)C([C@H](CC1=CC=C(C=C1)F)NC(=O)C1=CC=2C(=CN=C(C2)Cl)N1)=O (5-chloro-1H-pyrrolo[2,3-c]pyridine-2-carboxylic acid [2-(4-aminopiperidin-1-yl)-1-(S)-(4-fluorobenzyl)-2-oxoethyl]amide), CCN(C(C)C)C(C)C (DIPEA). The solvent is CN(C)C=O (DMF). Run at time 16 hour. Yields the product C(C)(=O)NC1CCN(CC1)C([C@H](CC1=CC=C(C=C1)F)NC(=O)C1=CC=2C(=CN=C(C2)Cl)N1)=O (5-Chloro-1H-pyrrolo[2.3-c]pyridine-2-carboxylic acid [2-(4-acetylaminopiperidin-1-yl)-1-(S)-(4-fluorobenzyl)-2-oxoethyl]amide). As a reaction SMILES: [C:1](O)(=[O:3])[CH3:2].CCN=C=NCCCN(C)C.C1C=CC2N(O)N=NC=2C=1.[NH2:26][CH:27]1[CH2:32][CH2:31][N:30]([C:33](=[O:56])[C@@H:34]([NH:43][C:44]([C:46]2[NH:55][C:49]3=[CH:50][N:51]=[C:52]([Cl:54])[CH:53]=[C:48]3[CH:47]=2)=[O:45])[CH2:35][C:36]2[CH:41]=[CH:40][C:39]([F:42])=[CH:38][CH:37]=2)[CH2:29][CH2:28]1.CCN(C(C)C)C(C)C>CN(C=O)C>[C:1]([NH:26][CH:27]1[CH2:28][CH2:29][N:30]([C:33](=[O:56])[C@@H:34]([NH:43][C:44]([C:46]2[NH:55][C:49]3=[CH:50][N:51]=[C:52]([Cl:54])[CH:53]=[C:48]3[CH:47]=2)=[O:45])[CH2:35][C:36]2[CH:41]=[CH:40][C:39]([F:42])=[CH:38][CH:37]=2)[CH2:31][CH2:32]1)(=[O:3])[CH3:2]. Reported procedure: To a solution of acetic acid (7.5 μL, 0.13 mmol) in DMF (5 mL) was added EDCI (33 mg, 0.17 mmol), HOBt (19.5 mg, 0.14 mmol), 5-chloro-1H-pyrrolo[2,3-c]pyridine-2-carboxylic acid [2-(4-aminopiperidin-1-yl)-1-(S)-(4-fluorobenzyl)-2-oxoethyl]amide (EXAMPLE 180, 70 mg, 0.16 mmol) and DIPEA (57 μL, 0.33 mmol), and the reaction stirred at rt for 16 h. Solvent was removed in vacuo then crude material partitioned between ethyl acetate (15 mL) and water (15 mL). The organic layer was washed with NaHCO3 (...